From a dataset of the Open Reaction Database (ORD), a public repository of structured organic reaction records. describe an organic reaction: reactants, conditions, products, and yield Reaction SMILES: [OH:1][C:2]1[C:11]([CH2:12][CH2:13][CH3:14])=[C:10]2[C:5]([CH2:6][CH2:7][CH:8]([C:15]([O:17][CH3:18])=[O:16])[O:9]2)=[CH:4][CH:3]=1.C(=O)([O-])[O-].[K+].[K+].[CH2:25](Br)[C:26]1[CH:31]=[CH:30][CH:29]=[CH:28][CH:27]=1>CN(C)C=O>[CH2:25]([O:1][C:2]1[C:11]([CH2:12][CH2:13][CH3:14])=[C:10]2[C:5]([CH2:6][CH2:7][CH:8]([C:15]([O:17][CH3:18])=[O:16])[O:9]2)=[CH:4][CH:3]=1)[C:26]1[CH:31]=[CH:30][CH:29]=[CH:28][CH:27]=1 |f:1.2.3|. Reactants: OC1=CC=C2CCC(OC2=C1CCC)C(=O)OC (methyl 7-hydroxy-8-n-propylchroman-2-carboxylate), C([O-])([O-])=O.[K+].[K+] (potassium carbonate), C(C1=CC=CC=C1)Br (benzyl bromide). Reaction conditions: time 4 hour. Solvent: CN(C=O)C (dimethylformamide). Isolated yield 76.7%. The product is C(C1=CC=CC=C1)OC1=CC=C2CCC(OC2=C1CCC)C(=O)OC (Methyl 7-benzyloxy-8-n-propylchroman-2-carboxylate). Procedure: A 250 ml single neck round bottom flask was charged with 5.25 g (21 mmole) of methyl 7-hydroxy-8-n-propylchroman-2-carboxylate, 150 ml of dimethylformamide, 3.59 g (26 mmole) of anhydrous potassium carbonate, and 4.30 g (25 mmole) of benzyl bromide. The flask was stoppered and stirred (magnetic stirrer) at room temperature for 4 hours. The insoluble solids were separated by filtration and the dimethylformamide removed by rotary evaporation. The residue was dissolved in 200 ml ethyl acetate, clar... Isolated yield 16.2%. As a reaction SMILES: N[C:2]1[CH:10]=[C:9]([C:11]([O:13][CH3:14])=[O:12])[CH:8]=[C:7]2[C:3]=1[CH:4]=[CH:5][NH:6]2.Cl.N([O-])=O.[Na+].[I-:20].[Na+]>O>[I:20][C:2]1[CH:10]=[C:9]([C:11]([O:13][CH3:14])=[O:12])[CH:8]=[C:7]2[C:3]=1[CH:4]=[CH:5][NH:6]2 |f:2.3,4.5|. Product: IC1=C2C=CNC2=CC(=C1)C(=O)OC (Methyl 4-iodo-1H-indole-6-carboxylate). Reported procedure: To a mixture of methyl 4-amino-1H-indole-6-carboxylate (Example SP-216, step 3) (3.2 g) in water (50 mL) was added concentrated hydrochloric acid (5 mL). The mixture was chilled to below 5° C. with the addition of ice. To this was added sodium nitrite (1.16 g) dissolved in water (10 mL). The mixture was stirred chilled for 1 h followed by addition of sodium iodide (3 g) in water (20 mL). The mixture was stirred for 30 minutes, filtered and the solids collected by filtration were washed with wate... Reactants: NC1=C2C=CNC2=CC(=C1)C(=O)OC (methyl 4-amino-1H-indole-6-carboxylate), [I-].[Na+] (sodium iodide), Cl (hydrochloric acid), N(=O)[O-].[Na+] (sodium nitrite). Solvent: O (water), O (water), O (water). The reactants are CO, [I-], [K+], O, CCC(c1ccc(Cl)cc1Cl)C(Cl)n1cncn1. The product is CCC(c1ccc(Cl)cc1Cl)C(OC)n1cncn1. As a reaction SMILES: [CH3:22][OH:23].[I-:2].[K+:1].[OH2:21].[n:3]1([CH:8]([CH:9]([CH2:10][CH3:11])[c:12]2[c:13]([Cl:19])[cH:14][c:15]([Cl:18])[cH:16][cH:17]2)[Cl:20])[n:4][cH:5][n:6][cH:7]1>>[n:3]1([CH:8]([CH:9]([CH2:10][CH3:11])[c:12]2[c:13]([Cl:19])[cH:14][c:15]([Cl:18])[cH:16][cH:17]2)[O:21][CH3:22])[n:4][cH:5][n:6][cH:7]1.